This data is from the Open Reaction Database (ORD), a public repository of structured organic reaction records. The task is: describe an organic reaction: reactants, conditions, products, and yield Starting materials: ClCCl, CCOC(=O)c1c(N=C=S)sc(C)c1C, N. Yields the product CCOC(=O)c1c(NC(N)=S)sc(C)c1C. Reaction SMILES: [Cl:17][CH2:18][Cl:19].[N:1](=[C:2]=[S:3])[c:4]1[s:5][c:6]([CH3:15])[c:7]([CH3:14])[c:8]1[C:9](=[O:10])[O:11][CH2:12][CH3:13].[NH3:16]>>[NH:1]([C:2](=[S:3])[NH2:16])[c:4]1[s:5][c:6]([CH3:15])[c:7]([CH3:14])[c:8]1[C:9](=[O:10])[O:11][CH2:12][CH3:13]. Starting materials: Dimethylfomamide-dimethyl acetal, CC1=C(C(NC(N1)=O)=O)[N+](=O)[O-] (6-methyl-5-nitropyrimidine-2,4(1H,3H)-dione), CN(C=O)C (dimethylformamide), resultant mixture. Product: CN(/C=C/C1=C(C(NC(N1)=O)=O)[N+](=O)[O-])C (6-[(e)-2-(dimethylamino)vinyl]-5-nitropyrimidine-2,4(1H,3H)-dione). The yield is 66.0%. As a reaction SMILES: [CH3:1][C:2]1[NH:7][C:6](=[O:8])[NH:5][C:4](=[O:9])[C:3]=1[N+:10]([O-:12])=[O:11].[CH3:13][N:14]([CH3:17])[CH:15]=O>>[CH3:13][N:14]([CH3:17])/[CH:15]=[CH:1]/[C:2]1[NH:7][C:6](=[O:8])[NH:5][C:4](=[O:9])[C:3]=1[N+:10]([O-:12])=[O:11]. Procedure details: The procedure was adapted from that reported J. Org. Chem. 1978, 43, 2536. Dimethylfomamide-dimethyl acetal (4 mL, 30.05 mmol) was added to a warmed) (80° suspension of 6-methyl-5-nitropyrimidine-2,4(1H,3H)-dione (3 g, 17.54 mmol) in dimethylformamide (10 ml). The resultant mixture was heated to 140° for 30 min then allowed to cool to room temperature. The solid was collected by filtration and washed with ethyl acetate then dried in vacuo to afford 6-[(e)-2-(dimethylamino)vinyl]-5-nitropyrimidin... The reactants are BrCCCCC (1-bromopentane), [Mg] (magnesium), C(C)OC1=C(C(=CC=C1)F)F (4-ethoxy-2,3-difluorobenzene), C(CCC)[Li] (n-butyllithium), O1CCOC12CCC(CC2)=O (1,4-dioxaspiro[4.5]decan-8-one), alkene, C(C)OC1=C(C(=C(C=C1)C1CCC(CC1)=O)F)F (4-(4-ethoxy-2,3-difluorophenyl)cyclohexanone). Solvent: C1CCOC1 (THF), C1CCOC1 (THF). The product is C(C)OC1=C(C(=C(C=C1)C1CCC(CC1)(O)CCCCC)F)F (4-(4-ethoxy-2,3-difluorophenyl)-1-pentylcyclohexanol). Reaction SMILES: Br[CH2:2][CH2:3][CH2:4][CH2:5][CH3:6].[Mg].[CH2:8]([O:10][C:11]1[CH:16]=[CH:15][C:14]([CH:17]2[CH2:22][CH2:21][C:20](=[O:23])[CH2:19][CH2:18]2)=[C:13]([F:24])[C:12]=1[F:25])[CH3:9].C(OC1C=CC=C(F)C=1F)C.C([Li])CCC.O1C2(CCC(=O)CC2)OCC1>C1COCC1>[CH2:8]([O:10][C:11]1[CH:16]=[CH:15][C:14]([CH:17]2[CH2:18][CH2:19][C:20]([CH2:2][CH2:3][CH2:4][CH2:5][CH3:6])([OH:23])[CH2:21][CH2:22]2)=[C:13]([F:24])[C:12]=1[F:25])[CH3:9]. Procedure details: A solution of 54.5 ml of 1-bromopentane in 200 ml of THF was added dropwise to 10.7 g of magnesium turnings under a layer of 100 ml of THF, and the mixture was subsequently refluxed for 1 hour. A solution of 104.5 g of 4-(4-ethoxy-2,3-difluorophenyl)cyclohexanone (obtainable by lithiation of 4-ethoxy-2,3-difluorobenzene using n-butyllithium, reaction with 1,4-dioxaspiro[4.5]decan-8-one, dehydration and hydrogenation of the resultant alkene, followed by removal of the carbonyl protecting group un... Starting materials: C(C)(C)(C)OC(NC1=CC=C(C=C1)OCCCCBr)=O ([4-(4-Bromo-butoxy)-phenyl]-carbamic acid tert-butyl ester), CNC (dimethylamine). Product: Br.C(C)(C)(C)OC(NC1=CC=C(C=C1)OCCCCN(C)C)=O ([4-(4-Dimethylamino-butoxy)-phenyl]-carbamic acid tert-butyl ester hydrobromid). Reaction SMILES: [C:1]([O:5][C:6](=[O:20])[NH:7][C:8]1[CH:13]=[CH:12][C:11]([O:14][CH2:15][CH2:16][CH2:17][CH2:18][Br:19])=[CH:10][CH:9]=1)([CH3:4])([CH3:3])[CH3:2].[CH3:21][NH:22][CH3:23]>>[BrH:19].[C:1]([O:5][C:6](=[O:20])[NH:7][C:8]1[CH:13]=[CH:12][C:11]([O:14][CH2:15][CH2:16][CH2:17][CH2:18][N:22]([CH3:23])[CH3:21])=[CH:10][CH:9]=1)([CH3:4])([CH3:3])[CH3:2] |f:2.3|. Procedure: In analogy to example 1.8, reaction of [4-(4-Bromo-butoxy)-phenyl]-carbamic acid tert-butyl ester with 10 eq dimethylamine (33% in ethanol, 5.6 M) yielded (without extraction with aqueous saturated NaHCO3 solution) [4-(4-Dimethylamino-butoxy)-phenyl]-carbamic acid tert-butyl ester hydrobromid (1:1), MS: 309 (MH+). The product is OCC1CCc2ccccc21. RXN SMILES: [Al+3:2].[Al+3:8].[CH3:23][CH2:24][O:25][CH2:26][CH3:27].[CH:11]1([C:20](=[O:21])[OH:22])[CH2:12][CH2:13][c:14]2[cH:15][cH:16][cH:17][cH:18][c:19]21.[Cl-:10].[Cl-:7].[Cl-:9].[H-:1].[H-:4].[H-:5].[H-:6].[Li+:3].[O:28]1[CH2:29][CH2:30][CH2:31][CH2:32]1>>[CH:11]1([CH2:20][OH:21])[CH2:12][CH2:13][c:14]2[cH:15][cH:16][cH:17][cH:18][c:19]21. The reactants are [Al+3], [Al+3], CCOCC, O=C(O)C1CCc2ccccc21, [Cl-], [Cl-], [Cl-], [H-], [H-], [H-], [H-], [Li+], C1CCOC1.